From a dataset of the Open Reaction Database (ORD), a public repository of structured organic reaction records. describe an organic reaction: reactants, conditions, products, and yield Starting materials: O=C(n1ccnc1)n1ccnc1, CCOC(C)=O, O=C(O)C1CC12CCCCC2, Cl, CC(N)C(N)=O, O. Product: CC(NC(=O)C1CC12CCCCC2)C(N)=O. As a reaction SMILES: [C:12]([n:13]1[cH:14][cH:15][n:16][cH:17]1)([n:18]1[cH:19][cH:20][n:21][cH:22]1)=[O:23].[CH3:24][CH2:25][O:26][C:27](=[O:28])[CH3:29].[CH:1]1([C:9](=[O:10])[OH:11])[CH2:2][C:3]12[CH2:4][CH2:5][CH2:6][CH2:7][CH2:8]2.[ClH:30].[NH2:31][CH:32]([C:33](=[O:34])[NH2:35])[CH3:36].[OH2:37]>>[CH:1]1([C:9](=[O:11])[NH:31][CH:32]([C:33](=[O:34])[NH2:35])[CH3:36])[CH2:2][C:3]12[CH2:4][CH2:5][CH2:6][CH2:7][CH2:8]2. The reactants are NC1=C(C(=O)OC(C)(C)C)C=CC(=C1)[C@@H](CC)NC(=O)N1CC(N(C[C@@H](C1=O)CC1=C(C=CC(=C1)Cl)OC)CC1=C(C=C(C=C1OC)OC)OC)=O (tert-butyl 2-amino-4-[(1R)-1-({[(6S)-6-(5-chloro-2-methoxybenzyl)-3,7-dioxo-4-(2,4,6-trimethoxybenzyl)-1,4-diazepan-1-yl]carbonyl}amino)propyl]benzoate), Cl.C(C)(=O)O (hydrogen chloride acetic acid). Reaction conditions: time 20 hour. The product is NC1=C(C(=O)O)C=CC(=C1)[C@@H](CC)NC(=O)N1CC(NC[C@@H](C1=O)CC1=C(C=CC(=C1)Cl)OC)=O (2-amino-4-[(1R)-1-({[(6S)-6-(5-chloro-2-methoxybenzyl)-3,7-dioxo-1,4-diazepan-1-yl]carbonyl}amino)propyl]benzoic Acid). Isolated yield 28.0%. RXN SMILES: [NH2:1][C:2]1[CH:14]=[C:13]([C@H:15]([NH:18][C:19]([N:21]2[C:27](=[O:28])[C@@H:26]([CH2:29][C:30]3[CH:35]=[C:34]([Cl:36])[CH:33]=[CH:32][C:31]=3[O:37][CH3:38])[CH2:25][N:24](CC3C(OC)=CC(OC)=CC=3OC)[C:23](=[O:52])[CH2:22]2)=[O:20])[CH2:16][CH3:17])[CH:12]=[CH:11][C:3]=1[C:4]([O:6]C(C)(C)C)=[O:5].Cl.C(O)(=O)C>>[NH2:1][C:2]1[CH:14]=[C:13]([C@H:15]([NH:18][C:19]([N:21]2[C:27](=[O:28])[C@@H:26]([CH2:29][C:30]3[CH:35]=[C:34]([Cl:36])[CH:33]=[CH:32][C:31]=3[O:37][CH3:38])[CH2:25][NH:24][C:23](=[O:52])[CH2:22]2)=[O:20])[CH2:16][CH3:17])[CH:12]=[CH:11][C:3]=1[C:4]([OH:6])=[O:5] |f:1.2|. Procedure: (Step 2) To tert-butyl 2-amino-4-[(1R)-1-({[(6S)-6-(5-chloro-2-methoxybenzyl)-3,7-dioxo-4-(2,4,6-trimethoxybenzyl)-1,4-diazepan-1-yl]carbonyl}amino)propyl]benzoate (1.47 g), 1M hydrogen chloride/acetic acid solution (15 ml) was added and the mixture was stirred at room temperature for 20 hours. The reaction solution was concentrated, then the residue was purified by silica gel column chromatography (chloroform/ethyl acetate/methanol/acetic acid=8/8/1/0.1) to obtain the title compound (0.28 g). Starting materials: C1(=CC=CC=C1)C(C(=O)O)CC (2-phenylbutyric acid), CO (methanol), S(=O)(Cl)Cl (thionyl chloride). Run in C(C)OCC (diethyl ether). Conditions: time 8 hour. Product: C1(=CC=CC=C1)C(C(=O)OC)CC (methyl 2-phenylbutyrate). As a reaction SMILES: [C:1]1([CH:7]([CH2:11][CH3:12])[C:8]([OH:10])=[O:9])[CH:6]=[CH:5][CH:4]=[CH:3][CH:2]=1.S(Cl)(Cl)=O.[CH3:17]O>C(OCC)C>[C:1]1([CH:7]([CH2:11][CH3:12])[C:8]([O:10][CH3:17])=[O:9])[CH:6]=[CH:5][CH:4]=[CH:3][CH:2]=1. Reported procedure: To 102 g. of 2-phenylbutyric acid dissolved in 1 liter of methanol was added 2 ml of thionyl chloride. The solution was allowed to stand at room temperature overnight. The solvent was removed in vacuo to yield an oil which was dissolved in diethyl ether, washed successively with dilute sodium bicarbonate solution and saturated sodium chloride solution, dried over anhydrous potassium carbonate, and concentrated in vacuo. Distillation yielded 101 g of the title compound as a water-white oil, b.p. ... The reactants are C(O)([O-])=O.[Na+] (sodium hydrogencarbonate), C(C)(C)OP(=O)(C(CCCO)P(=O)(OC(C)C)OC(C)C)OC(C)C (4,4-bis(diisopropoxyphosphinoyl)-1-butanol), C(C)(C)O (isopropanol), S(O)(O)(=O)=O (sulfuric acid). Reagents/catalysts: [O-2].[O-2].[O-2].[Cr+6] (chromium trioxide). The solvent is CC(=O)C (acetone), O (water). Run at temperature 2.5 celsius, time 2 hour. The product is C(C)(C)OP(=O)(C(CCC(=O)O)P(=O)(OC(C)C)OC(C)C)OC(C)C (4,4-bis(diisopropoxyphosphinoyl)butyric acid). The yield is 64.0%. RXN SMILES: [CH:1]([O:4][P:5]([O:22][CH:23]([CH3:25])[CH3:24])([CH:7]([P:12]([O:18][CH:19]([CH3:21])[CH3:20])([O:14][CH:15]([CH3:17])[CH3:16])=[O:13])[CH2:8][CH2:9][CH2:10][OH:11])=[O:6])([CH3:3])[CH3:2].S(=O)(=O)(O)[OH:27].C(O)(C)C.C(=O)([O-])O.[Na+]>CC(C)=O.O.[O-2].[O-2].[O-2].[Cr+6]>[CH:15]([O:14][P:12]([O:18][CH:19]([CH3:21])[CH3:20])([CH:7]([P:5]([O:22][CH:23]([CH3:25])[CH3:24])([O:4][CH:1]([CH3:3])[CH3:2])=[O:6])[CH2:8][CH2:9][C:10]([OH:27])=[O:11])=[O:13])([CH3:16])[CH3:17] |f:3.4,7.8.9.10|. Procedure details: Under a nitrogen atmosphere, 4,4-bis(diisopropoxyphosphinoyl)-1-butanol (10.12 g) was dissolved in acetone (30 ml), and the resulting solution was cooled to 0-5° C. A solution of chromium trioxide (2.7 g) and concentrated sulfuric acid (2.3 ml) in water (8 ml) was added dropwise thereto, and the resulting mixture was stirred at 0-5° C. for 2 hours. The mixture was stirred at room temperature for another 10 hours, and then isopropanol (15 ml) was added dropwise thereto and stirred for 30 minutes.... Starting materials: I.C1(=CC=CC=C1)NC(NN)=N (3-phenyl-1-aminoguanidine hydroiodide), VIII, O[C@@H]1C[C@H]2CC[C@H]3[C@]4(CC[C@@H]([C@@]4(C)CC[C@@H]3[C@]2(CC1)C)C=O)O (3β,14β-dihydroxy-5β-androstane-17β-carboxaldehyde). Solvent: O (water), O1CCOCC1 (dioxane), O1CCOCC1 (dioxane). Conditions: time 2 hour. Product: C1(=CC=CC=C1)NC(N\N=C\[C@@H]1[C@]2(C)[C@](CC1)([C@@H]1CC[C@@H]3C[C@H](CC[C@]3(C)[C@H]1CC2)O)O)=N ((E)-17β-(3-Phenylguanidino)iminomethyl-5β-androstane-3β,14β-diol). Yield: 22.1%. RXN SMILES: I.[C:2]1([NH:8][C:9](=[NH:12])[NH:10][NH2:11])[CH:7]=[CH:6][CH:5]=[CH:4][CH:3]=1.[OH:13][C@H:14]1[CH2:31][CH2:30][C@@:29]2([CH3:32])[C@H:16]([CH2:17][CH2:18][C@@H:19]3[C@@H:28]2[CH2:27][CH2:26][C@@:24]2([CH3:25])[C@:20]3([OH:35])[CH2:21][CH2:22][C@@H:23]2[CH:33]=O)[CH2:15]1>O.O1CCOCC1>[C:2]1([NH:8][C:9](=[NH:12])[NH:10]/[N:11]=[CH:33]/[C@H:23]2[CH2:22][CH2:21][C@:20]3([OH:35])[C@H:19]4[C@H:28]([CH2:27][CH2:26][C@:24]23[CH3:25])[C@:29]2([CH3:32])[C@@H:16]([CH2:15][C@@H:14]([OH:13])[CH2:31][CH2:30]2)[CH2:17][CH2:18]4)[CH:3]=[CH:4][CH:5]=[CH:6][CH:7]=1 |f:0.1|. Procedure: To a solution of 0.83 g of 3-phenyl-1-aminoguanidine hydroiodide (prepared following the procedure described in Houben-Weil, Metoden der Organischen Chemie, Band VIII, page 183) in 10 ml of water and 5 ml of dioxane a solution of 0.64 g of 3β,14β-dihydroxy-5β-androstane-17β-carboxaldehyde (Boutagy J. and Thomas R., Aust. J. Chem., 1971, 24, 2723) in 5 ml of dioxane was added dropwise at room temperature. After 2 hrs, the solution was evaporated to dryness under reduced pressure. The crude produc... Product: CC(C)(C)OC(=O)N1CCC(F)(CNC(=O)c2cc(Cl)cc(Cl)c2)CC1. As a reaction SMILES: [CH:22]([N:23]([CH:24]([CH3:25])[CH3:26])[CH2:27][CH3:28])([CH3:29])[CH3:30].[Cl:11][c:12]1[cH:13][c:14]([C:15](=[O:16])[OH:17])[cH:18][c:19]([Cl:21])[cH:20]1.[Cl:47][CH2:48][Cl:49].[NH2:31][CH2:32][C:33]1([F:46])[CH2:34][CH2:35][N:36]([C:39](=[O:40])[O:41][C:42]([CH3:43])([CH3:44])[CH3:45])[CH2:37][CH2:38]1.[OH:1][n:2]1[c:3]2[cH:4][cH:5][cH:6][cH:7][c:8]2[n:9][n:10]1>>[Cl:11][c:12]1[cH:13][c:14]([C:15](=[O:17])[NH:31][CH2:32][C:33]2([F:46])[CH2:34][CH2:35][N:36]([C:39](=[O:40])[O:41][C:42]([CH3:43])([CH3:44])[CH3:45])[CH2:37][CH2:38]2)[cH:18][c:19]([Cl:21])[cH:20]1. The reactants are CCN(C(C)C)C(C)C, O=C(O)c1cc(Cl)cc(Cl)c1, ClCCl, CC(C)(C)OC(=O)N1CCC(F)(CN)CC1, On1nnc2ccccc21. Reactants: N#Cc1ccc(C=NO)cc1, C=CCC(=O)O, [O-]Cl, [Na+], C1CCOC1. Yields the product N#Cc1ccc(C2=NOC(CC(=O)O)C2)cc1. Reaction SMILES: [C:1](#[N:2])[c:3]1[cH:4][cH:5][c:6]([CH:7]=[N:8][OH:9])[cH:10][cH:11]1.[CH:12](=[CH2:13])[CH2:14][C:15](=[O:16])[OH:17].[Cl:18][O-:19].[Na+:20].[O:21]1[CH2:22][CH2:23][CH2:24][CH2:25]1>>[C:1](#[N:2])[c:3]1[cH:4][cH:5][c:6]([C:7]2=[N:8][O:9][CH:12]([CH2:14][C:15](=[O:16])[OH:17])[CH2:13]2)[cH:10][cH:11]1.